From a dataset of the Open Reaction Database (ORD), a public repository of structured organic reaction records. describe an organic reaction: reactants, conditions, products, and yield The reactants are CC(C)(C)c1ccc(-c2ccc(C(C)(C)C)cc2)cc1, C1CCOC1, CC(=NCCCCl)c1cccc(F)c1, [Li]. Yields the product CC1(c2cccc(F)c2)CCCN1. RXN SMILES: [C:16]([c:17]1[cH:18][cH:19][c:20](-[c:21]2[cH:22][cH:23][c:24]([C:25]([CH3:26])([CH3:27])[CH3:28])[cH:29][cH:30]2)[cH:31][cH:32]1)([CH3:33])([CH3:34])[CH3:35].[CH2:36]1[O:37][CH2:38][CH2:39][CH2:40]1.[Cl:1][CH2:2][CH2:3][CH2:4][N:5]=[C:6]([CH3:7])[c:8]1[cH:9][c:10]([F:14])[cH:11][cH:12][cH:13]1.[Li:15]>>[CH2:2]1[CH2:3][CH2:4][NH:5][C:6]1([CH3:7])[c:8]1[cH:9][c:10]([F:14])[cH:11][cH:12][cH:13]1.